This data is from the Open Reaction Database (ORD), a public repository of structured organic reaction records. The task is: describe an organic reaction: reactants, conditions, products, and yield Starting materials: C1(CC1)CO (cyclopropane methanol), [H-].[Na+] (NaH), ClC1=NC=NC(=C1F)Cl (4,6-dichloro-5-fluoro-pyrimidine). Run in C1CCOC1 (THF). Reaction conditions: time 10 minute. The product is ClC1=NC=NC(=C1F)OCC1CC1 (4-Chloro-6-cyclopropylmethoxy-5-fluoro-pyrimidine). RXN SMILES: [CH:1]1([CH2:4][OH:5])[CH2:3][CH2:2]1.[H-].[Na+].[Cl:8][C:9]1[C:14]([F:15])=[C:13](Cl)[N:12]=[CH:11][N:10]=1>C1COCC1>[Cl:8][C:9]1[C:14]([F:15])=[C:13]([O:5][CH2:4][CH:1]2[CH2:3][CH2:2]2)[N:12]=[CH:11][N:10]=1 |f:1.2|. Reported procedure: 0.55 mL (5.99 mmol) cyclopropane methanol in 15 mL THF are charged with 0.31 g (7.19 mmol) NaH and the reaction mixture is stirred at r.t. for 10 min. Then 1.00 g (5.99 mmol) 4,6-dichloro-5-fluoro-pyrimidine are added and stirred at r.t. for 1 h. Afterwards the reaction is quenched by the addition of water and extracted with EtOAc. The organic layers are combined, washed with water (2×), dried over MgSO4, filtered and the solvent is removed in vacuo. The reactants are CC1(OC2=C(C(=CC(=C2)C(C)C(CCCCC)C)O)C=2C1=CC=NC2)C (5,5-dimethyl-10-hydroxy-8-(3-methyl-2-octyl)-5H-[1]benzopyrano[3,4-d]pyridine), Cl.N1(CCCCC1)CCCCC(=O)O (δ-piperidinovaleric acid hydrochloride), C1(CCCCC1)N=C=NC1CCCCC1 (dicyclohexyl carbodiimide). The product is Cl.CC1(OC2=C(C(=CC(=C2)C(C)C(CCCCC)C)OC(CCCCN2CCCCC2)=O)C=2C1=CC=NC2)C (5,5-Dimethyl-8-(3-methyl-2-octyl)-10-[5-(piperidino)valeryloxy]-5H-[1]benzopyrano[3,4-d]pyridine hydrochloride). As a reaction SMILES: [CH3:1][C:2]1([CH3:26])[C:21]2=[CH:22][CH:23]=[N:24][CH:25]=[C:20]2[C:5]2[C:6]([OH:19])=[CH:7][C:8]([CH:10]([CH:12]([CH3:18])[CH2:13][CH2:14][CH2:15][CH2:16][CH3:17])[CH3:11])=[CH:9][C:4]=2[O:3]1.[ClH:27].[N:28]1([CH2:34][CH2:35][CH2:36][CH2:37][C:38](O)=[O:39])[CH2:33][CH2:32][CH2:31][CH2:30][CH2:29]1.C1(N=C=NC2CCCCC2)CCCCC1>>[ClH:27].[CH3:26][C:2]1([CH3:1])[C:21]2=[CH:22][CH:23]=[N:24][CH:25]=[C:20]2[C:5]2[C:6]([O:19][C:38](=[O:39])[CH2:37][CH2:36][CH2:35][CH2:34][N:28]3[CH2:33][CH2:32][CH2:31][CH2:30][CH2:29]3)=[CH:7][C:8]([CH:10]([CH:12]([CH3:18])[CH2:13][CH2:14][CH2:15][CH2:16][CH3:17])[CH3:11])=[CH:9][C:4]=2[O:3]1 |f:1.2,4.5|. Reported procedure: 5,5-Dimethyl-8-(3-methyl-2-octyl)-10-[5-(piperidino)valeryloxy]-5H-[1]benzopyrano[3,4-d]pyridine hydrochloride is prepared according to the method of Example 29 by reacting equimolar quantities of 5,5-dimethyl-10-hydroxy-8-(3-methyl-2-octyl)-5H-[1]benzopyrano[3,4-d]pyridine and δ-piperidinovaleric acid hydrochloride in the presence of dicyclohexyl carbodiimide. Starting materials: [H-].[Na+] (sodium hydride), C(=O)(OCC)CC(=O)NC (2-carboethoxy-N-methyl-acetamide), C(C)(=O)O (acetic acid). Run in C(C)(C)O (isopropanol). Product: C(=O)(OC(C)C)CC(=O)NC (2-carboisopropoxy-N-methyl-acetamide). The yield is 82.0%. As a reaction SMILES: [H-].[Na+].[C:3]([CH2:8][C:9]([NH:11][CH3:12])=[O:10])([O:5][CH2:6][CH3:7])=[O:4].[C:13](O)(=O)C>C(O)(C)C>[C:3]([CH2:8][C:9]([NH:11][CH3:12])=[O:10])([O:5][CH:6]([CH3:13])[CH3:7])=[O:4] |f:0.1|. Procedure: 1.4 g sodium hydride (60% in mineral oil) are added to a solution prepared by dissolving 101.5 g of 2-carboethoxy-N-methyl-acetamide in 11 of isopropanol. The reaction is maintained at room temperature for 5 hours. The mixture is neutralised with acetic acid, then the solvent is removed at reduced pressure, and the product is isolated by distillation at 6 mmHg (Teb 115° C.). 91.4 g of 2-carboisopropoxy-N-methyl-acetamide are obtained (yield 82%). Reactants: C(C)(=O)[O-].[Pb+2].C(C)(=O)[O-] (lead acetate), CC1=CC(CC(=O)C1)(C)C (β-isophorone), O=O (oxygen). Run in N1=CC=CC=C1 (pyridine). Product: O=C1C(=CC(=O)CC1(C)C)C (Ketoisophorone). RXN SMILES: C([O-])(=[O:3])C.[Pb+2].C([O-])(=O)C.[CH3:10][C:11]1[CH2:17][C:15](=[O:16])[CH2:14][C:13]([CH3:19])([CH3:18])[CH:12]=1.O=O>N1C=CC=CC=1>[O:3]=[C:12]1[C:13]([CH3:19])([CH3:18])[CH2:14][C:15](=[O:16])[CH:17]=[C:11]1[CH3:10] |f:0.1.2|. Reported procedure: 3,8 g. of lead acetate in 100 ml. of pyridine are treated with 69 g. of β-isophorone. The mixture is gassed with oxygen at 70° C. for 2 hours with intensive stirring and subsequently worked up by distillation. [b.p. 62°-64° C., 0,2 Torr]. The conversion of β-isophorone used amounts to 31 g. corresponding 45%. Ketoisophorone is obtained in a yield of 26 g. corresponding to 76%.